From a dataset of the Open Reaction Database (ORD), a public repository of structured organic reaction records. describe an organic reaction: reactants, conditions, products, and yield The reactants are [H-].[H-].[H-].[H-].[Li+].[Al+3] (LiAlH4), [OH-].[Na+] (sodium hydroxide), FC=1C=CC2=C(N=C(S2)C2=CC(=C(C=C2)N)C#N)C1 (5-Fluoro-2-(4′-amino-3′-cyanophenyl)benzothiazole). Procedure: 5-Fluoro-2-(4′-amino-3′-cyanophenyl)benzothiazole (1 g, 3.75 mmol) was dissolved in 80% sulfuric acid (50 ml) and heated at 100° C. for 2 hrs. After cooling, the reaction mixture was diluted with water (100 ml) and the pH adjusted to 7.5 using 50% sodium hydroxide. The product was extracted with ethyl acetate(3×50 ml), the extracts dried (Na2SO4) and evaporated to leave a yellow solid which was taken up in THF (20 ml) and added dropwise to a solution of LiAlH4 (0.7 g, 0.019 mol) in THF (15 ml). ... Reaction conditions: temperature 100 celsius, time 2 hour. Reaction SMILES: [F:1][C:2]1[CH:3]=[CH:4][C:5]2[S:9][C:8]([C:10]3[CH:15]=[CH:14][C:13]([NH2:16])=[C:12]([C:17]#N)[CH:11]=3)=[N:7][C:6]=2[CH:19]=1.[OH-:20].[Na+].[H-].[H-].[H-].[H-].[Li+].[Al+3]>S(=O)(=O)(O)O.O.C1COCC1>[F:1][C:2]1[CH:3]=[CH:4][C:5]2[S:9][C:8]([C:10]3[CH:15]=[CH:14][C:13]([NH2:16])=[C:12]([CH2:17][OH:20])[CH:11]=3)=[N:7][C:6]=2[CH:19]=1 |f:1.2,3.4.5.6.7.8|. The solvent is C1CCOC1 (THF), O (water), O (water), S(O)(O)(=O)=O (sulfuric acid), C1CCOC1 (THF). Yields the product FC=1C=CC2=C(N=C(S2)C2=CC(=C(C=C2)N)CO)C1 (5-Fluoro-2-(4′-amino-3′-(hydroxymethyl)phenyl)benzothiazole). Reactants: OC1=NC(NC(=C1)O)(N)C (4,6-dihydroxy-2-methylpyrimidinamine), [O-]CC.[Na+] (sodium ethoxide), [Na] (sodium), Cl.C(C)(=N)N (Acetamidine hydrochloride), C(CC(=O)OCC)(=O)OCC (diethyl malonate). Solvent: C(C)O (ethanol). Conditions: time 3.5 hour. Yields the product OC1=NC(=NC(=C1)O)C (4,6-dihydroxy-2-methylpyrimidine). Reaction SMILES: [OH:1][C:2]1[CH:7]=[C:6]([OH:8])[NH:5][C:4]([CH3:10])(N)[N:3]=1.[O-]CC.[Na+].[Na].Cl.C(N)(=N)C.C(OCC)(=O)CC(OCC)=O>C(O)C>[OH:1][C:2]1[CH:7]=[C:6]([OH:8])[N:5]=[C:4]([CH3:10])[N:3]=1 |f:1.2,4.5,^1:14|. Procedure: The first intermediate, 4,6-dihydroxy-2-methylpyrimidinamine, is synthesized by preparing sodium ethoxide in situ from sodium and an hydrous ethanol under a nitrogen blanket. Acetamidine hydrochloride and diethyl malonate are added and the reaction mixture heated to boiling for 2 to 5 hours to afford 4,6-dihydroxy-2-methylpyrimidine.